Task: describe an organic reaction: reactants, conditions, products, and yield. Dataset: the Open Reaction Database (ORD), a public repository of structured organic reaction records Reaction SMILES: [Br:1][c:2]1[n:3][c:4]([O:7][c:8]2[n:9][c:10]([CH3:14])[cH:11][cH:12][cH:13]2)[s:5][cH:6]1.[CH2:30]([N:31]([CH:32]([CH3:33])[CH3:34])[CH:35]([CH3:36])[CH3:37])[CH3:38].[CH3:15][c:16]1[n:17][nH:18][cH:19][c:20]1[B:21]1[O:22][C:23]([CH3:24])([CH3:25])[C:26]([CH3:27])([CH3:28])[O:29]1.[O:40]1[CH2:41][CH2:42][O:43][CH2:44][CH2:45]1.[OH2:39]>>[c:2]1(-[c:20]2[c:16]([CH3:15])[n:17][nH:18][cH:19]2)[n:3][c:4]([O:7][c:8]2[n:9][c:10]([CH3:14])[cH:11][cH:12][cH:13]2)[s:5][cH:6]1. Reactants: Cc1cccc(Oc2nc(Br)cs2)n1, CCN(C(C)C)C(C)C, Cc1n[nH]cc1B1OC(C)(C)C(C)(C)O1, C1COCCO1, O. Product: Cc1cccc(Oc2nc(-c3c[nH]nc3C)cs2)n1. The reactants are ClC1(C(CC(=C(C1)C)C)(F)F)F (5-chloro-1,2-dimethyl-4,4,5-trifluorocyclohexene), [OH-].[Na+] (sodium hydroxide). Reagents/catalysts: [Cl-].C(C1=CC=CC=C1)[N+](CC)(CC)CC (benzyltriethylammonium chloride). Reaction conditions: temperature 80 celsius, time 2 hour. The product is FC=1C=C(C(=CC1F)C)C (4,5-difluoro-ortho-xylene). RXN SMILES: Cl[C:2]1([F:12])[CH2:7][C:6]([CH3:8])=[C:5]([CH3:9])[CH2:4][C:3]1(F)[F:10].[OH-].[Na+]>[Cl-].C([N+](CC)(CC)CC)C1C=CC=CC=1>[F:10][C:3]1[CH:4]=[C:5]([CH3:9])[C:6]([CH3:8])=[CH:7][C:2]=1[F:12] |f:1.2,3.4|. Procedure: To a stirred solution of 5-chloro-1,2-dimethyl-4,4,5-trifluorocyclohexene of 12.6 g prepared in Example 14 was added 1.0 g of benzyltriethylammonium chloride, and then the reaction mixture was heated to 80° C. followed by slowly adding 40 g of 50% aqueous sodium hydroxide solution for 30 min. The reaction mixture was stirred for additional 2 hours at 80° C., and then the resultant was purified by steam distillation followed by separating the aqueous layer. The organic layer was dried with calciu... Reactants: CC(C)=CCCBr, CCOC(=O)CC(C)=O, C1CCOC1, [H-], [Na+]. Reaction SMILES: [Br:12][CH2:13][CH2:14][CH:15]=[C:16]([CH3:17])[CH3:18].[C:3]([CH2:4][C:5](=[O:6])[CH3:7])(=[O:8])[O:9][CH2:10][CH3:11].[CH2:19]1[O:20][CH2:21][CH2:22][CH2:23]1.[H-:1].[Na+:2]>>[C:3]([CH:4]([C:5](=[O:6])[CH3:7])[CH2:13][CH2:14][CH:15]=[C:16]([CH3:17])[CH3:18])(=[O:8])[O:9][CH2:10][CH3:11]. Product: CCOC(=O)C(CCC=C(C)C)C(C)=O. Reactants: C1(=CC=CC=C1)C#C (phenyl acetylene), IC=CC1=CC=CC=C1 (β-iodostyrene). Reaction SMILES: [C:1]1([C:7]#[CH:8])[CH:6]=[CH:5][CH:4]=[CH:3][CH:2]=1.I[CH:10]=[CH:11][C:12]1[CH:17]=[CH:16][CH:15]=[CH:14][CH:13]=1>>[C:1]1([C:7]#[C:8]/[CH:10]=[CH:11]/[C:12]2[CH:17]=[CH:16][CH:15]=[CH:14][CH:13]=2)[CH:6]=[CH:5][CH:4]=[CH:3][CH:2]=1. Procedure details: The modified procedure was used to convert phenyl acetylene and β-iodostyrene to the title product. Purification by flash chromatography (20% CH2Cl2 in hexanes) gave the analytically pure product as a light yellow solid (399 mg, 98% yield). 1H NMR (400 MHz, CDCl3) δ 7.47 (m, 2H), 7.43 (d, J=7.22, 2H), 7.4-7.27 (m, 6H), 7.03 (d, J=16.24, 1H), 6.37 (d, J=16.24). 13C NMR (100 MHz, CDCl3) δ 141.24, 136.31, 131.50, 128.71, 128.60, 128.32, 128.16, 126.29, 123.42, 108.13, 91.75, 88.91. Anal. Calcd. for... Product: C1(=CC=CC=C1)C#C\C=C\C1=CC=CC=C1 ((E)-1,4-diphenylbutenyne). Reactants: BrC1=C(C(=CC(=C1)OC(C(C)(C)C)=O)C)NC(C1=CC(=CC=C1)[N+](=O)[O-])=O (N-(2-bromo-6-methyl-4-pivaloyloxyphenyl) 3-nitrobenzamide), [OH-].[Na+] (sodium hydroxide), CO (methanol). The solvent is C(C)(=O)OCC (ethyl acetate). Run at temperature 70 celsius, time 3 hour. Yields the product BrC1=C(C(=CC(=C1)O)C)NC(C1=CC(=CC=C1)[N+](=O)[O-])=O (N-(2-bromo-6-methyl-4-hydroxyphenyl) 3-nitrobenzamide). RXN SMILES: [Br:1][C:2]1[CH:7]=[C:6]([O:8]C(=O)C(C)(C)C)[CH:5]=[C:4]([CH3:15])[C:3]=1[NH:16][C:17](=[O:27])[C:18]1[CH:23]=[CH:22][CH:21]=[C:20]([N+:24]([O-:26])=[O:25])[CH:19]=1.[OH-].[Na+].CO>C(OCC)(=O)C>[Br:1][C:2]1[CH:7]=[C:6]([OH:8])[CH:5]=[C:4]([CH3:15])[C:3]=1[NH:16][C:17](=[O:27])[C:18]1[CH:23]=[CH:22][CH:21]=[C:20]([N+:24]([O-:26])=[O:25])[CH:19]=1 |f:1.2|. Reported procedure: N-(2-bromo-6-methyl-4-pivaloyloxyphenyl) 3-nitrobenzamide and an aqueous solution of sodium hydroxide were added to methanol, and the resulting mixture was stirred at 70° C. for 3 hours. The solvent was removed under a reduced pressure to obtain a residue. The resulting residue was dissolved in ethyl acetate, washed with aqueous 2N hydrochloric acid solution, and then dried over anhydrous magnesium sulfate. The solvent was removed under a reduced pressure. The resulting residue was purified by s... Reactants: S1C(=NC=C1)C(C)O (1-(2-thiazolyl)ethanol), BrCC(=O)OCC (ethyl bromoacetate). Solvent: C(C)#N (acetonitrile). Yields the product [Br-].C(C)OC(CS1C(=[NH+]C=C1)C(C)O)=O (1-(2-ethoxy-2-oxoethyl)-2-(1-hydroxyethyl)thiazolium bromide). The yield is 78.8%. As a reaction SMILES: [S:1]1[CH:5]=[CH:4][N:3]=[C:2]1[CH:6]([OH:8])[CH3:7].[Br:9][CH2:10][C:11]([O:13][CH2:14][CH3:15])=[O:12]>C(#N)C>[Br-:9].[CH2:14]([O:13][C:11](=[O:12])[CH2:10][SH:1]1[CH:5]=[CH:4][NH+:3]=[C:2]1[CH:6]([OH:8])[CH3:7])[CH3:15] |f:3.4|. Procedure details: A mixture of 1-(2-thiazolyl)ethanol (1.17 g, 8.67 mmole) and ethyl bromoacetate (1.32 g, 8.63 mmole) was heated at 48 C for 18 hr. The reaction mixture was dissolved in acetonitrile (3 mL) and stored at 4 C. After 2 months the crystals which separated were filtered out and washed with 3:7 ether-acetonitrile to yield 2.028 g of the title compound, mp 101–103 C. Reactants: COC1=C(C=C(C=C1)C)[N+](=O)[O-] (4-methoxy-3-nitrotoluene), BrN1C(CCC1=O)=O (N-bromosuccinimide). Reagents/catalysts: N(=NC(C#N)(CC(C)(OC)C)C)C(C#N)(CC(C)(C)OC)C (2,2′-azobis(4-methoxy-2,4-dimethylvaleronitrile)). Solvent: ClCCl (dichloromethane). The product is COC1=C(C=C(CBr)C=C1)[N+](=O)[O-] (4-methoxy-3-nitrobenzyl bromide). Isolated yield 78.2%. As a reaction SMILES: [CH3:1][O:2][C:3]1[CH:8]=[CH:7][C:6]([CH3:9])=[CH:5][C:4]=1[N+:10]([O-:12])=[O:11].[Br:13]N1C(=O)CCC1=O>ClCCl.N(C(C)(CC(OC)(C)C)C#N)=NC(C)(CC(C)(OC)C)C#N>[CH3:1][O:2][C:3]1[CH:8]=[CH:7][C:6]([CH2:9][Br:13])=[CH:5][C:4]=1[N+:10]([O-:12])=[O:11]. Procedure details: To a solution of 4-methoxy-3-nitrotoluene (5.02 g) and N-bromosuccinimide (5.51 g) in dichloromethane (50 mL) was added 2,2′-azobis(4-methoxy-2,4-dimethylvaleronitrile) (463 mg). The mixture was heated under reflux for 8 hours. The solution was washed with water and brine, dried over magnesium sulfate and evaporated in vacuo. The residue was triturated with n-hexane-ethyl acetate (20:1) to give 4-methoxy-3-nitrobenzyl bromide as a pale yellow powder (5.78 g).